From a dataset of the Open Reaction Database (ORD), a public repository of structured organic reaction records. describe an organic reaction: reactants, conditions, products, and yield Starting materials: Cl.C1(CCCCCCCCC1)N1CCC2(C(NCN2C2=CC=CC=C2)=O)CC1 (8-cyclodecyl-1-phenyl-1,3,8-triaza-spiro[4,5]decan-4-one hydrochloride), ClCC1CNC(O1)=O (5-chloromethyl-2-oxazolidinone). Yields the product Cl.C1(CCCCCCCCC1)N1CCC2(C(N(CN2C2=CC=CC=C2)CC2CNC(O2)=O)=O)CC1 (8-Cyclodecyl-3-(2-oxo-oxazolidin-5-ylmethyl)-1-phenyl-1,3,8-triaza-spiro[4,5]decan-4-one hydrochloride). As a reaction SMILES: Cl.[CH:2]1([N:12]2[CH2:28][CH2:27][C:15]3([N:19]([C:20]4[CH:25]=[CH:24][CH:23]=[CH:22][CH:21]=4)[CH2:18][NH:17][C:16]3=[O:26])[CH2:14][CH2:13]2)[CH2:11][CH2:10][CH2:9][CH2:8][CH2:7][CH2:6][CH2:5][CH2:4][CH2:3]1.[Cl:29][CH2:30][CH:31]1[O:35][C:34](=[O:36])[NH:33][CH2:32]1>>[ClH:29].[CH:2]1([N:12]2[CH2:28][CH2:27][C:15]3([N:19]([C:20]4[CH:21]=[CH:22][CH:23]=[CH:24][CH:25]=4)[CH2:18][N:17]([CH2:30][CH:31]4[O:35][C:34](=[O:36])[NH:33][CH2:32]4)[C:16]3=[O:26])[CH2:14][CH2:13]2)[CH2:11][CH2:10][CH2:9][CH2:8][CH2:7][CH2:6][CH2:5][CH2:4][CH2:3]1 |f:0.1,3.4|. Procedure details: The title compound, white solid, m. p. 174° C. and MS: m/e=469.3 (M+H+) was prepared in accordance with the general method of example 24 from 8-cyclodecyl-1-phenyl-1,3,8-triaza-spiro[4,5]decan-4-one hydrochloride and 5-chloromethyl-2-oxazolidinone.